This data is from the Open Reaction Database (ORD), a public repository of structured organic reaction records. The task is: describe an organic reaction: reactants, conditions, products, and yield Reactants: N#Cc1cc(Br)cc(Oc2c(Cl)ccc(CNC(=O)c3[nH]cnc3Cl)c2F)c1, C1CCOC1, C#CCC, [Cu]I. Product: CCC#Cc1cc(C#N)cc(Oc2c(Cl)ccc(CNC(=O)c3[nH]cnc3Cl)c2F)c1. As a reaction SMILES: [Br:1][c:2]1[cH:3][c:4]([O:10][c:11]2[c:12]([F:28])[c:13]([CH2:18][NH:19][C:20](=[O:21])[c:22]3[c:23]([Cl:27])[n:24][cH:25][nH:26]3)[cH:14][cH:15][c:16]2[Cl:17])[cH:5][c:6]([C:8]#[N:9])[cH:7]1.[CH2:33]1[O:34][CH2:35][CH2:36][CH2:37]1.[CH:29]#[C:30][CH2:31][CH3:32].[Cu:38][I:39]>>[c:2]1([C:29]#[C:30][CH2:31][CH3:32])[cH:3][c:4]([O:10][c:11]2[c:12]([F:28])[c:13]([CH2:18][NH:19][C:20](=[O:21])[c:22]3[c:23]([Cl:27])[n:24][cH:25][nH:26]3)[cH:14][cH:15][c:16]2[Cl:17])[cH:5][c:6]([C:8]#[N:9])[cH:7]1. The reactants are CCO (EtOH), COC1=C(C(=C(C=C1)C=C1COCC(C1=O)=CC1=C(C(=C(C=C1)OC)C)C)C)C (tetrahydro-3,5-bis[(4-methoxy-2,3-dimethylphenyl)methylene]-4H-pyran-4-one), NC=1SCCN1 (2-amino-2-thiazoline). Solvent: C(Cl)(Cl)Cl (CHCl3). Yields the product COC1=C(C(=C(C=C1)C1C2=C(N=C3N1CCS3)C(COC2)=CC2=C(C(=C(C=C2)OC)C)C)C)C (2,3,8,9-Tetrahydro-5-(4-methoxy-2,3-dimethylphenyl)-9-[(4-methoxy-2,3-dimethylphenyl)-methylene]-5H,6H-pyrano[4,3-d]thiazolo[3,2-a]pyrimidine). Yield: 74.5%. RXN SMILES: [CH3:1][O:2][C:3]1[CH:8]=[CH:7][C:6]([CH:9]=[C:10]2[C:15](=O)[C:14](=[CH:17][C:18]3[CH:23]=[CH:22][C:21]([O:24][CH3:25])=[C:20]([CH3:26])[C:19]=3[CH3:27])[CH2:13][O:12][CH2:11]2)=[C:5]([CH3:28])[C:4]=1[CH3:29].[NH2:30][C:31]1[S:32][CH2:33][CH2:34][N:35]=1.CCO>C(Cl)(Cl)Cl>[CH3:1][O:2][C:3]1[CH:8]=[CH:7][C:6]([CH:9]2[N:35]3[CH2:34][CH2:33][S:32][C:31]3=[N:30][C:15]3[C:14](=[CH:17][C:18]4[CH:23]=[CH:22][C:21]([O:24][CH3:25])=[C:20]([CH3:26])[C:19]=4[CH3:27])[CH2:13][O:12][CH2:11][C:10]2=3)=[C:5]([CH3:28])[C:4]=1[CH3:29]. Procedure details: A stirred solution of tetrahydro-3,5-bis[(4-methoxy-2,3-dimethylphenyl)methylene]-4H-pyran-4-one (3.0 g, 7.6 mmole) and 2-amino-2-thiazoline (1.0 g, 9.7 mmole) in 75 ml of CHCl3 is heated at reflux temperature for 72 hours. After cooling, the solution is filtered to remove a small amount of insoluble material. The solvent is evaporated to give an oily residue. Trituration with warm EtOH yields 2.7 g of a yellow solid, m.p. 226°-228° d. Crystallization from 15 ml of DMF gives 2.3 g (63%) of cream... Reactants: CCO, I, Nc1ccc2c(c1)CCCN2CCCN1CCCC1, [Na+], [Na+], O=C([O-])[O-], O, CSC(=N)c1cccs1. The product is N=C(Nc1ccc2c(c1)CCCN2CCCN1CCCC1)c1cccs1. As a reaction SMILES: [CH3:30][CH2:31][OH:32].[IH:20].[N:1]1([CH2:6][CH2:7][CH2:8][N:9]2[CH2:10][CH2:11][CH2:12][c:13]3[cH:14][c:15]([NH2:19])[cH:16][cH:17][c:18]32)[CH2:2][CH2:3][CH2:4][CH2:5]1.[Na+:34].[Na+:35].[O-:36][C:37](=[O:38])[O-:39].[OH2:33].[s:21]1[c:22]([C:26](=[NH:27])[S:28][CH3:29])[cH:23][cH:24][cH:25]1>>[N:1]1([CH2:6][CH2:7][CH2:8][N:9]2[CH2:10][CH2:11][CH2:12][c:13]3[cH:14][c:15]([NH:19][C:26]([c:22]4[s:21][cH:25][cH:24][cH:23]4)=[NH:27])[cH:16][cH:17][c:18]32)[CH2:2][CH2:3][CH2:4][CH2:5]1. Starting materials: NCCC[Si](OC)(OC)OC (3-aminopropyltrimethoxysilane), CO.C(C)(C)(C)O (methanol t-butanol), NCCC[Si](OC)(OC)OC (3-aminopropyltrimethoxysilane). Solvent: C(C)(C)(C)O (t-butanol), C(C)(C)(C)O (t-butanol), C(C)(C)(C)O (t-butanol). Yields the product NCCC[Si](OC)(OC)OC(C)(C)C (aminopropyl-t-butoxydimethoxysilane). Yield: 94.0%. As a reaction SMILES: [NH2:1][CH2:2][CH2:3][CH2:4][Si:5](OC)([O:8][CH3:9])[O:6][CH3:7].CO.[C:14]([OH:18])([CH3:17])([CH3:16])[CH3:15]>C(O)(C)(C)C>[NH2:1][CH2:2][CH2:3][CH2:4][Si:5]([O:18][C:14]([CH3:17])([CH3:16])[CH3:15])([O:8][CH3:9])[O:6][CH3:7] |f:1.2|. Procedure details: Into a 500 ml 3-necked flask equipped with a magnetic stirrer, heating mantle, thermometers, a 12 in. distilling column packed with 1/8 in. glass helices, addition funnel, distilling head and receiver was added 179.3 g (1.0 mole) of 3-aminopropyltrimethoxysilane. The flask was heated to 160° C. and from the (heated) addition funnel 160 g (2.16 moles) of t-butanol was slowly added with the simultaneous distillation of methanol/t-butanol to the receivers. The rate of addition of t-butanol was kept... The reactants are C1(=CC(=CC2=CC(=CC=C12)S(=O)(=O)O)S(=O)(=O)O)S(=O)(=O)O (naphthalene-1,3,6-trisulphonic acid). Run in S(O)(O)(=O)=O (sulphuric acid). Yields the product C1=CC=CC2=CC=CC=C12 (naphthalene). Reaction SMILES: [C:1]1(S(O)(=O)=O)[C:10]2[C:5](=[CH:6][C:7](S(O)(=O)=O)=[CH:8][CH:9]=2)[CH:4]=[C:3](S(O)(=O)=O)[CH:2]=1>S(=O)(=O)(O)O>[CH:9]1[C:10]2[C:5](=[CH:4][CH:3]=[CH:2][CH:1]=2)[CH:6]=[CH:7][CH:8]=1. Procedure: If a mixture containing naphthalene-1,3,6-trisulphonic acid, dissolved in sulphuric acid, such as is obtained from the trisulphonation of naphthalene, is employed, then, for example when using a naphthalenetrisulphonic acid solution in about 100% strength sulphuric acid, containing about 33.8% of naphthalene-1,3,6-trisulphonic acid, about 5.8% of naphthalene-1,3,7-trisulphonic acid and about 3.7% of naphthalene-1,3,5-trisulphonic acid, about 96% of theory of nitro-T-acid, about 3% of theory of 1... Reactants: NC1C(CCC1)CCCC(=O)O (4-(2-Amino-cyclopentyl)-butyric acid), C(C)N1CCOCC1 (N-ethylmorpholine), n-propanephosphonic acid anhydride. Solvent: C(Cl)Cl (methylene chloride), C(Cl)Cl (methylene chloride), C(Cl)Cl (CH2Cl2). Run at time 14 hour. The product is O=C1CCCC2C(N1)CCC2 (2-Oxo-perhydrocyclopent[b]azepine). RXN SMILES: [NH2:1][CH:2]1[CH2:6][CH2:5][CH2:4][CH:3]1[CH2:7][CH2:8][CH2:9][C:10]([OH:12])=O.C(N1CCOCC1)C>C(Cl)Cl>[O:12]=[C:10]1[NH:1][CH:2]2[CH2:6][CH2:5][CH2:4][CH:3]2[CH2:7][CH2:8][CH2:9]1. Procedure: 4.1 g of amino acid hydrochloride from Example I (5) are suspended in 40 ml of methylene chloride, 12.8 ml of N-ethylmorpholine are added, while cooling with ice, and 12.8 ml of 50% strength n-propanephosphonic acid anhydride in methylene chloride are added dropwise at 0° C. The solution is left to stand at room temperature for 14 hours. It is then diluted with 200 ml of CH2Cl2 and extracted with water, 2N HCl and saturated NaHCO3 solution. The CH2Cl2 phase is dried and evaporated. Reactants: CC=1N=CNC1 (4-Methylimidazole), C([O-])([O-])=O.[K+].[K+] (potassium carbonate), CN(C)C=O (DMF), FC=1C=C(C=O)C=CC1F (3,4-difluorobenzaldehyde). Solvent: O (water), C(C)(=O)OCC (ethyl acetate). Conditions: temperature 90 celsius, time 6 hour. Yields the product FC=1C=C(C=O)C=CC1N1C=NC(=C1)C (3-fluoro-4-(4-methyl-1H-imidazol-1-yl)benzaldehyde). The yield is 17.6%. As a reaction SMILES: [CH3:1][C:2]1[N:3]=[CH:4][NH:5][CH:6]=1.C(=O)([O-])[O-].[K+].[K+].CN(C=O)C.[F:18][C:19]1[CH:20]=[C:21]([CH:24]=[CH:25][C:26]=1F)[CH:22]=[O:23]>O.C(OCC)(=O)C>[F:18][C:19]1[CH:20]=[C:21]([CH:24]=[CH:25][C:26]=1[N:5]1[CH:6]=[C:2]([CH3:1])[N:3]=[CH:4]1)[CH:22]=[O:23] |f:1.2.3|. Procedure: 4-Methylimidazole (46.4 g) and potassium carbonate (78.0 g) were added to a DMF solution (533 mL) of 3,4-difluorobenzaldehyde (40.0 g) at room temperature. This reaction solution was stirred at 90° C. for 6 hr and then was allowed to cool to room temperature. To the reaction solution, ethyl acetate and water were added. The organic layer was separated, washed with saturated saline, dried over magnesium sulfate, and concentrated under reduced pressure. The residue was purified by silica gel colum... The reactants are CCCCCCCC(=O)C(C(=O)CCCCCCC)(C(=O)CCCCCCC)[NH3+].[Cl-] (Aliquat-336), commercial solution, [O-]Cl.[Na+] (NaOCl), C1(=CC=CC=C1)C(O)C1=CC=CC=C1 (diphenyl-methanol). Run in CCOC(=O)C (AcOEt). The product is C(C1=CC=CC=C1)(=O)C1=CC=CC=C1 (benzophenone). As a reaction SMILES: [C:1]1([CH:7]([C:9]2[CH:14]=[CH:13][CH:12]=[CH:11][CH:10]=2)[OH:8])[CH:6]=[CH:5][CH:4]=[CH:3][CH:2]=1.[O-]Cl.[Na+].CCCCCCCC(C([NH3+])(C(CCCCCCC)=O)C(CCCCCCC)=O)=O.[Cl-]>CCOC(C)=O>[C:7]([C:9]1[CH:14]=[CH:13][CH:12]=[CH:11][CH:10]=1)(=[O:8])[C:1]1[CH:6]=[CH:5][CH:4]=[CH:3][CH:2]=1 |f:1.2,3.4|. Procedure details: 5 g (27.17 moles) of diphenyl-methanol dissolved in 55 ml of AcOEt (RPE Carlo Erba) were added to 177 ml of a commercial solution (RPE Carlo Erba) of NaOCl (about 271.7 moles) containing 1.65 g (about 4.1 moles) of Aliquat-336. The reactants are COC1=CC=C(C=C1)C=1SC2=C(C1)C=CC=C2 (2-p-methoxyphenylbenzothiophene), CC=1C=C(C(=O)Cl)C=C(C1)C (3,5-dimethylbenzoyl chloride). The product is CC=1C=C(C(=O)C2=C(SC3=C2C=CC=C3)C3=CC=C(C=C3)OC)C=C(C1)C (3-(3',5'-dimethylbenzoyl)-2-(4'-methoxyphenyl)benzothiophene). RXN SMILES: [CH3:1][O:2][C:3]1[CH:8]=[CH:7][C:6]([C:9]2[S:10][C:11]3[CH:17]=[CH:16][CH:15]=[CH:14][C:12]=3[CH:13]=2)=[CH:5][CH:4]=1.[CH3:18][C:19]1[CH:20]=[C:21]([CH:25]=[C:26]([CH3:28])[CH:27]=1)[C:22](Cl)=[O:23]>>[CH3:18][C:19]1[CH:20]=[C:21]([CH:25]=[C:26]([CH3:28])[CH:27]=1)[C:22]([C:13]1[C:12]2[CH:14]=[CH:15][CH:16]=[CH:17][C:11]=2[S:10][C:9]=1[C:6]1[CH:7]=[CH:8][C:3]([O:2][CH3:1])=[CH:4][CH:5]=1)=[O:23]. Procedure: When 2-p-methoxyphenylbenzothiophene was acylated with 3,5-dimethylbenzoyl chloride as described in the procedure of Example 1, 3-(3',5'-dimethylbenzoyl)-2-(4'-methoxyphenyl)benzothiophene was obtained. Run in O1CCCC1 (tetrahydrofuran), C(C)O (ethanol), Cl (hydrochloric acid). Procedure details: Subsequently, tert-butyl 3-[4-(6-iodo-1,3-benzoxazol-2-yl)phenyl]-1H-1-pyrazolecarboxylate (49 mg) was dissolved in a mixture of tetrahydrofuran (2 mL) and ethanol (2 mL), and 6N hydrochloric acid (500 μL) was added to the solution, followed by stirring at 80° C. for 2 hours. The reaction mixture was alkalified with 1N sodium hydroxide, followed by stirring at 80° C. for 1 hour. The reaction mixture was concentrated under reduced pressure, followed by drying. The thus-obtained white solid was re... The reactants are IC1=CC2=C(N=C(O2)C2=CC=C(C=C2)C2=NN(C=C2)C(=O)OC(C)(C)C)C=C1 (tert-butyl 3-[4-(6-iodo-1,3-benzoxazol-2-yl)phenyl]-1H-1-pyrazolecarboxylate), [OH-].[Na+] (sodium hydroxide). The yield is 66.8%. RXN SMILES: [I:1][C:2]1[CH:28]=[CH:27][C:5]2[N:6]=[C:7]([C:9]3[CH:14]=[CH:13][C:12]([C:15]4[CH:19]=[CH:18][N:17](C(OC(C)(C)C)=O)[N:16]=4)=[CH:11][CH:10]=3)[O:8][C:4]=2[CH:3]=1.[OH-].[Na+]>O1CCCC1.C(O)C.Cl>[I:1][C:2]1[CH:28]=[CH:27][C:5]2[N:6]=[C:7]([C:9]3[CH:14]=[CH:13][C:12]([C:15]4[CH:19]=[CH:18][NH:17][N:16]=4)=[CH:11][CH:10]=3)[O:8][C:4]=2[CH:3]=1 |f:1.2|. Conditions: temperature 80 celsius, time 2 hour. Product: IC1=CC2=C(N=C(O2)C2=CC=C(C=C2)C2=NNC=C2)C=C1 (6-Iodo-2-[4-(1H-3-pyrazolyl)phenyl]1,3-benzoxazole).